This data is from the Open Reaction Database (ORD), a public repository of structured organic reaction records. The task is: describe an organic reaction: reactants, conditions, products, and yield Reactants: [N+](=O)([O-])C1=CC=C(C=C1)S(=O)[O-].[Na+] (Sodium 4-nitro-benzenesulfinate), BrC1=C(C=2C3=C(N(C2C(=C1)C)C)CC1CCC3N1)C(=O)OC(C)(C)C (tert-butyl 2-bromo-4,5-dimethyl-5,6,7,8,9,10-hexahydro-7,10-epiminocyclohepta[b]indole-carboxylate). The product is [N+](=O)([O-])C1=CC=C(C=C1)S(=O)(=O)C1=C(C=2C3=C(N(C2C(=C1)C)C)CC1CCC3N1)C(=O)OC(C)(C)C (tert-butyl 2-(4-nitro-phenyl)sulfonyl-4,5-dimethyl-5,6,7,8,9,10-hexahydro-7,10-epiminocyclohepta[b]indole-carboxylate). Yield: 6.0%. Reaction SMILES: [N+:1]([C:4]1[CH:9]=[CH:8][C:7]([S:10]([O-:12])=[O:11])=[CH:6][CH:5]=1)([O-:3])=[O:2].[Na+].Br[C:15]1[CH:23]=[C:22]([CH3:24])[C:21]2[N:20]([CH3:25])[C:19]3[CH2:26][CH:27]4[NH:31][CH:30]([C:18]=3[C:17]=2[C:16]=1[C:32]([O:34][C:35]([CH3:38])([CH3:37])[CH3:36])=[O:33])[CH2:29][CH2:28]4>>[N+:1]([C:4]1[CH:5]=[CH:6][C:7]([S:10]([C:15]2[CH:23]=[C:22]([CH3:24])[C:21]3[N:20]([CH3:25])[C:19]4[CH2:26][CH:27]5[NH:31][CH:30]([C:18]=4[C:17]=3[C:16]=2[C:32]([O:34][C:35]([CH3:38])([CH3:37])[CH3:36])=[O:33])[CH2:29][CH2:28]5)(=[O:12])=[O:11])=[CH:8][CH:9]=1)([O-:3])=[O:2] |f:0.1|. Procedure details: Intermediate 12 was coupled to the product of Example 71, step C following the procedure of Example 71, step D. The crude product was purified by flash column chromatography (SiO2, 8:2 hexanes/ethyl acetate) to give tert-butyl 2-(4-nitro-phenyl)sulfonyl-4,5-dimethyl-5,6,7,8,9,10-hexahydro-7,10-epiminocyclohepta[b]indole-carboxylate (44 mg, 6%) as a yellow solid: 1H NMR (CDCl3, 300 MHz) δ 8.86-8.33 (m, 2H), 8.08-8.16 (m, 2H), 8.03 (s, 1H), 7.34 (s, 1H), 5.23 (br s, 1H), 4.71 (br s, 1H), 3.85 (s, ... Reactants: ClC1=NN(CC1C)C=1C=NC=CC1 (3-(3-chloro-4-methyl-4,5-dihydro-1H-pyrazol-1-yl)pyridine). The reagents and catalysts are [O-2].[Mn+4].[O-2] (manganese (IV) oxide). Run in C(C)#N (acetonitrile). Run at temperature 40 celsius. The product is ClC1=NN(C=C1C)C=1C=NC=CC1 (3-(3-chloro-4-methyl-1H-pyrazol-1-yl)pyridine). RXN SMILES: [Cl:1][C:2]1[CH:6]([CH3:7])[CH2:5][N:4]([C:8]2[CH:9]=[N:10][CH:11]=[CH:12][CH:13]=2)[N:3]=1>C(#N)C.[O-2].[Mn+4].[O-2]>[Cl:1][C:2]1[C:6]([CH3:7])=[CH:5][N:4]([C:8]2[CH:9]=[N:10][CH:11]=[CH:12][CH:13]=2)[N:3]=1 |f:2.3.4|. Procedure: In another embodiment, 3-(3-chloro-4-methyl-4,5-dihydro-1H-pyrazol-1-yl)pyridine (2) in acetonitrile is oxidized with manganese (IV) oxide and the mixture is heated at about 40° C. The 3-(3-chloro-4-methyl-1H-pyrazol-1-yl)pyridine (3) can be isolated and purified by standard techniques. Reactants: C(#N)CC(=O)C1=CSC=C1 (3-cyanoacetyl thiophene), COC(N(C)C)OC (dimethylformamide dimethylacetal). Yields the product C(#N)C(C(=O)C1=CSC=C1)=CN(C)C (2-Cyano-3-dimethylamino-1-thien-3-ylpropen-1-one). RXN SMILES: [C:1]([CH2:3][C:4]([C:6]1[CH:10]=[CH:9][S:8][CH:7]=1)=[O:5])#[N:2].CO[CH:13](OC)[N:14]([CH3:16])[CH3:15]>>[C:1]([C:3](=[CH:13][N:14]([CH3:16])[CH3:15])[C:4]([C:6]1[CH:10]=[CH:9][S:8][CH:7]=1)=[O:5])#[N:2]. Reported procedure: 2-Cyano-3-dimethylamino-1-thien-3-ylpropen-1-one was prepared from 3-cyanoacetyl thiophene (7.64 g,50.56 mmol) and dimethylformamide dimethylacetal (20 mL, 152 mmol) as a yellow solid (6.6 g), m.p. 134°. δH (CDCl3) 8.27 (1H, dd, J 3.0, 1.3 Hz), 8.00 (1H, s), 7.61 (1H, dd, J 5.0 Hz), 7.27 (1H, dd, J 5.0,3.0 Hz), 3.48 (3H, s) and 3.29 (3H, s). Reactants: CC#N, CCOC(C)=O, O=C1CCC(=O)N1Cl, CCOC(=O)c1csc(N)n1. Yields the product CCOC(=O)c1nc(N)sc1Cl. As a reaction SMILES: [CH3:20][C:21]#[N:22].[CH3:23][CH2:24][O:25][C:26]([CH3:27])=[O:28].[Cl:12][N:13]1[C:14](=[O:15])[CH2:16][CH2:17][C:18]1=[O:19].[NH2:1][c:2]1[s:3][cH:4][c:5]([C:7](=[O:8])[O:9][CH2:10][CH3:11])[n:6]1>>[NH2:1][c:2]1[s:3][c:4]([Cl:12])[c:5]([C:7](=[O:8])[O:9][CH2:10][CH3:11])[n:6]1. Procedure: Prepared by proceeding in a similar manner to Intermediate 10, starting from ethyl 6-(benzenesulphonylmethyl)-3-(furan-3-yl)-2-hydroxybenzoate (Intermediate 36) and iodoethane. Reaction SMILES: [C:1]1([S:7]([CH2:10][C:11]2[C:16]([C:17]([O:19][CH2:20][CH3:21])=[O:18])=[C:15]([O:22][CH2:23][CH2:24]NC(OC(C)(C)C)=O)[C:14]([C:33]3[CH:37]=[CH:36][O:35][CH:34]=3)=[CH:13][CH:12]=2)(=[O:9])=[O:8])[CH:6]=[CH:5][CH:4]=[CH:3][CH:2]=1.C1(S(CC2C(C(OCC)=O)=C(O)C(C3C=COC=3)=CC=2)(=O)=O)C=CC=CC=1.ICC>>[C:1]1([S:7]([CH2:10][C:11]2[C:16]([C:17]([O:19][CH2:20][CH3:21])=[O:18])=[C:15]([O:22][CH2:23][CH3:24])[C:14]([C:33]3[CH:37]=[CH:36][O:35][CH:34]=3)=[CH:13][CH:12]=2)(=[O:9])=[O:8])[CH:6]=[CH:5][CH:4]=[CH:3][CH:2]=1. Product: C1(=CC=CC=C1)S(=O)(=O)CC1=CC=C(C(=C1C(=O)OCC)OCC)C1=COC=C1 (Ethyl 6-(benzenesulphonylmethyl)-2-ethoxy-3-(furan-3-yl)benzoate). Reactants: C1(=CC=CC=C1)S(=O)(=O)CC1=CC=C(C(=C1C(=O)OCC)OCCNC(=O)OC(C)(C)C)C1=COC=C1 (ethyl 6-(benzenesulphonylmethyl)-2-[2-(t-butoxycarbonyl)aminoethoxy]-3-(furan-3-yl)benzoate), ICC (iodoethane), C1(=CC=CC=C1)S(=O)(=O)CC1=CC=C(C(=C1C(=O)OCC)O)C1=COC=C1 (ethyl 6-(benzenesulphonylmethyl)-3-(furan-3-yl)-2-hydroxybenzoate), C1(=CC=CC=C1)S(=O)(=O)CC1=CC=C(C(=C1C(=O)OCC)O)C1=COC=C1 (ethyl 6-(benzenesulphonylmethyl)-3-(furan-3-yl)-2-hydroxybenzoate). Starting materials: C(C(C)C)N1C2C=CSC3=C(C1=O)CC(S3)C2 (5-Isobutyl-4-oxo-3,4,5,6-tetrahydro-2H-2,6-methanothieno[3,2-g]-1,5-thiazocine), COC1=CC=C(CN)C=C1 (4-methoxybenzylamine), P(Cl)(Cl)(Cl)(Cl)Cl (phosphorous pentachloride), ClS(=O)(=O)O (chlorosulfonic acid). Reaction conditions: time 0.5 hour. Yields the product C(C(C)C)N1C2C=C(SC3=C(C1=O)CC(S3)C2)S(=O)(=O)N (5-Isobutyl-4-oxo-3,4,5,6-tetrahydro-2H-2,6-methanothieno[3,2-g]-1,5-thiazocine-8-sulfonamide). RXN SMILES: [CH2:1]([N:5]1[C:12](=[O:13])[C:11]2[CH2:14][CH:15]3[CH2:17][CH:6]1[CH:7]=[CH:8][S:9][C:10]=2[S:16]3)[CH:2]([CH3:4])[CH3:3].COC1C=CC(C[NH2:25])=CC=1.P(Cl)(Cl)(Cl)(Cl)Cl.Cl[S:35]([OH:38])(=O)=[O:36]>>[CH2:1]([N:5]1[C:12](=[O:13])[C:11]2[CH2:14][CH:15]3[CH2:17][CH:6]1[CH:7]=[C:8]([S:35]([NH2:25])(=[O:38])=[O:36])[S:9][C:10]=2[S:16]3)[CH:2]([CH3:4])[CH3:3]. Procedure: 5-Isobutyl-4-oxo-3,4,5,6-tetrahydro-2H-2,6-methanothieno[3,2-g]-1,5-thiazocine, prepared as described in Example 2, steps A and B but substituting isobutylamine for 4-methoxybenzylamine (4 g, 15 mmol), was added to a mixture of phosphorous pentachloride (6.23 g, 30 mmol) and chlorosulfonic acid (7 ml) at 0° C. After 0.5 hour at this temperature and 0.5 hour at 50° C., the reaction mixture was poured over crushed ice. The resulting sulfonyl chloride was separated and treated with concentrated aqu...